Dataset: the Open Reaction Database (ORD), a public repository of structured organic reaction records. Task: describe an organic reaction: reactants, conditions, products, and yield Procedure details: After 4-(2,4-difluorophenyl)thiazole (330 mg) was dissolved in diethyl ether (3 ml), and the resultant solution was cooled to -78° C. in a nitrogen atmosphere, a 1.6M solution (1.06 ml) of n-butyllithium in hexane was added, and the resultant mixture was stirred for about 10 minutes. After a solution of 2-chloro-2',4'-difluoroacetophenone (306 mg) in tetrahydrofuran was added dropwise to this mixture, the liquid reaction mixture was heated to -20° C. to add an aqueous solution of ammonium chlori... Product: FC1=C(C=CC(=C1)F)C(CN1N=CN=C1)(O)C=1SC=C(N1)C1=C(C=C(C=C1)F)F (1-(2,4-difluorophenyl)-1-(4-(2,4-difluorophenyl)thiazol-2-yl)-2-(1H-1,2,4-triazol-1-yl)ethanol). Reaction SMILES: [F:1][C:2]1[CH:7]=[C:6]([F:8])[CH:5]=[CH:4][C:3]=1[C:9]([C:17]1[S:18][CH:19]=[C:20]([C:22]2SC=C(C(=O)N)N=2)C=1)([OH:16])[CH2:10][N:11]1[CH:15]=[N:14][CH:13]=[N:12]1.[NH:30]1C=NC=N1.[H-].[Na+].[F:37][C:38]1[CH:43]=[C:42]([F:44])C=[CH:40][C:39]=1C(C1SC=C(C2SC=C(C(OCC)=O)N=2)C=1)(O)CN1C=NC=N1>O.C(OCC)(=O)C>[F:1][C:2]1[CH:7]=[C:6]([F:8])[CH:5]=[CH:4][C:3]=1[C:9]([C:17]1[S:18][CH:19]=[C:20]([C:22]2[CH:40]=[CH:39][C:38]([F:37])=[CH:43][C:42]=2[F:44])[N:30]=1)([OH:16])[CH2:10][N:11]1[CH:15]=[N:14][CH:13]=[N:12]1 |f:2.3|. Conditions: temperature 60 celsius. The solvent is O (water), C(C)(=O)OCC (ethyl acetate). Starting materials: FC1=C(C=CC(=C1)F)C(CN1N=CN=C1)(O)C=1SC=C(C1)C=1SC=C(N1)C(N)=O (1-(2,4-difluorophenyl)-1-(4-(4-carbamoylthiazol-2-yl)-thiophen-2-yl)-2-(1H-1,2,4-triazol-1-yl)ethanol), N1N=CN=C1 (1,2,4-triazole), [H-].[Na+] (sodium hydride), FC1=C(C=CC(=C1)F)C(CN1N=CN=C1)(O)C=1SC=C(C1)C=1SC=C(N1)C(N)=O (1-(2,4-difluorophenyl)-1-(4-(4-carbamoylthiazol-2-yl)-thiophen-2-yl)-2-(1H-1,2,4-triazol-1-yl)ethanol), FC1=C(C=CC(=C1)F)C(CN1N=CN=C1)(O)C=1SC=C(C1)C=1SC=C(N1)C(=O)OCC (1-(2,4-difluorophenyl)-1-(4-(4-ethoxycarbonylthiazol-2-yl)-thiophen-2-yl)-2-(1H-1,2,4-triazol-1-yl)ethanol). Reactants: solution, C[Mg]Br (methylmagnesium bromide), C(=O)C=1N=C(N(C1C(=O)OCC)CC1=CC=C(C=C1)C1=C(C=CC=C1)C1=NN=NN1C(C1=CC=CC=C1)(C1=CC=CC=C1)C1=CC=CC=C1)CCC (ethyl 4-formyl-2-propyl-1-{4-[2-(trityltetrazol-5-yl)phenyl]phenyl}methylimidazole-5-carboxylate), C(C)(=O)OCC (ethyl acetate), [Cl-].[NH4+] (ammonium chloride). Run in O1CCCC1 (tetrahydrofuran), O1CCCC1 (tetrahydrofuran). Run at time 3 hour. Yields the product OC(C)C=1N=C(N(C1C(=O)OCC)CC1=CC=C(C=C1)C1=C(C=CC=C1)C1=NN=NN1C(C1=CC=CC=C1)(C1=CC=CC=C1)C1=CC=CC=C1)CCC (Ethyl 4-(1-hydroxyethyl)-2-propyl-1-{4-[2-(trityltetrazol-5-yl)phenyl]phenyl}methylimidazole-5-carboxylate). Reaction SMILES: C[Mg]Br.[CH:4]([C:6]1[N:7]=[C:8]([CH2:53][CH2:54][CH3:55])[N:9]([CH2:16][C:17]2[CH:22]=[CH:21][C:20]([C:23]3[CH:28]=[CH:27][CH:26]=[CH:25][C:24]=3[C:29]3[N:33]([C:34]([C:47]4[CH:52]=[CH:51][CH:50]=[CH:49][CH:48]=4)([C:41]4[CH:46]=[CH:45][CH:44]=[CH:43][CH:42]=4)[C:35]4[CH:40]=[CH:39][CH:38]=[CH:37][CH:36]=4)[N:32]=[N:31][N:30]=3)=[CH:19][CH:18]=2)[C:10]=1[C:11]([O:13][CH2:14][CH3:15])=[O:12])=[O:5].[C:56](OCC)(=O)C.[Cl-].[NH4+]>O1CCCC1>[OH:5][CH:4]([C:6]1[N:7]=[C:8]([CH2:53][CH2:54][CH3:55])[N:9]([CH2:16][C:17]2[CH:18]=[CH:19][C:20]([C:23]3[CH:28]=[CH:27][CH:26]=[CH:25][C:24]=3[C:29]3[N:33]([C:34]([C:41]4[CH:42]=[CH:43][CH:44]=[CH:45][CH:46]=4)([C:35]4[CH:36]=[CH:37][CH:38]=[CH:39][CH:40]=4)[C:47]4[CH:52]=[CH:51][CH:50]=[CH:49][CH:48]=4)[N:32]=[N:31][N:30]=3)=[CH:21][CH:22]=2)[C:10]=1[C:11]([O:13][CH2:14][CH3:15])=[O:12])[CH3:56] |f:3.4|. Reported procedure: 4.0 ml of a 1M solution of methylmagnesium bromide in tetrahydrofuran were added dropwise at -10° C. to a solution of 1.2 g of ethyl 4-formyl-2-propyl-1-{4-[2-(trityltetrazol-5-yl)phenyl]phenyl}methylimidazole-5-carboxylate [prepared as described in step (a) above] in 5 ml of tetrahydrofuran, and the resulting mixture was stirred at a temperature between -10° C. and 0° C. for 3 hours. At the end of this time, the reaction mixture was mixed with ethyl acetate and with an aqueous solution of ammon... Starting materials: CC(C)(C)OC(=O)N1CCN(c2ccc(C(F)(F)F)cc2C(F)(F)F)CC1, C1COCCO1, Cl. Yields the product Cl, FC(F)(F)c1ccc(N2CCNCC2)c(C(F)(F)F)c1. Reaction SMILES: [C:1]([O:2][C:3](=[O:4])[N:8]1[CH2:9][CH2:10][N:11]([c:14]2[c:15]([C:24]([F:25])([F:26])[F:27])[cH:16][c:17]([C:20]([F:21])([F:22])[F:23])[cH:18][cH:19]2)[CH2:12][CH2:13]1)([CH3:5])([CH3:6])[CH3:7].[CH2:29]1[O:30][CH2:31][CH2:32][O:33][CH2:34]1.[ClH:28]>>[ClH:28].[NH:8]1[CH2:9][CH2:10][N:11]([c:14]2[c:15]([C:24]([F:25])([F:26])[F:27])[cH:16][c:17]([C:20]([F:21])([F:22])[F:23])[cH:18][cH:19]2)[CH2:12][CH2:13]1. Reactants: C1CCOC1, CC(C(=O)Nc1ccc2c(c1)OCO2)N1CCN(c2ccccn2)CC1, CCC(N)=O. The product is CC(CNc1ccc2c(c1)OCO2)N1CCN(c2ccccn2)CC1. RXN SMILES: [CH2:32]1[O:33][CH2:34][CH2:35][CH2:36]1.[CH2:6]1[O:7][c:8]2[cH:9][c:10]([NH:15][C:16]([CH:17]([CH3:18])[N:19]3[CH2:20][CH2:21][N:22]([c:25]4[n:26][cH:27][cH:28][cH:29][cH:30]4)[CH2:23][CH2:24]3)=[O:31])[cH:11][cH:12][c:13]2[O:14]1.[CH3:1][CH2:2][C:3](=[O:4])[NH2:5]>>[CH2:6]1[O:7][c:8]2[cH:9][c:10]([NH:15][CH2:16][CH:17]([CH3:18])[N:19]3[CH2:20][CH2:21][N:22]([c:25]4[n:26][cH:27][cH:28][cH:29][cH:30]4)[CH2:23][CH2:24]3)[cH:11][cH:12][c:13]2[O:14]1. Reactants: CCCCCC, ClCCl, OCc1cnc(Cl)c(Cl)c1, O=[Mn]=O. Product: O=Cc1cnc(Cl)c(Cl)c1. As a reaction SMILES: [CH3:17][CH2:18][CH2:19][CH2:20][CH2:21][CH3:22].[Cl:14][CH2:15][Cl:16].[Cl:1][c:2]1[cH:3][c:4]([CH2:9][OH:10])[cH:5][n:6][c:7]1[Cl:8].[O:11]=[Mn:12]=[O:13]>>[Cl:1][c:2]1[cH:3][c:4]([CH:9]=[O:10])[cH:5][n:6][c:7]1[Cl:8]. Reactants: C(CCC)SC1=CC=C(C=C1)Br (4-bromophenyl n-butyl sulfide), [Li]CCCC (nBuLi), C1CCOC1 (THF), O (water), CN(C)C=O (DMF). Conditions: temperature -78 celsius, time 1 hour. Product: C(CCC)C1=CC=C(C=S)C=C1 (4-butylthiobenzaldhyde). RXN SMILES: [CH2:1]([S:5]C1C=CC(Br)=CC=1)[CH2:2][CH2:3]C.[Li][CH2:14][CH2:15][CH2:16][CH3:17].CN(C=O)C.O.[CH2:24]1[CH2:28]O[CH2:26][CH2:25]1>>[CH2:14]([C:24]1[CH:28]=[CH:3][C:2]([CH:1]=[S:5])=[CH:26][CH:25]=1)[CH2:15][CH2:16][CH3:17]. Procedure details: To a solution of 4-bromophenyl n-butyl sulfide (1.5 g, 6.12 mmol) in 60 ml of dry THF was added nBuLi (4.1 ml, 1.6 M in hexanes) at −78° C. under nitrogen. The mixture was stirred for 1 hour at −78° C. and then DMF (2.0 ml) was added. The reaction mixture was stirred at room temperature for 2 hours. Then 40 ml of water was added to this mixture, the product was extracted three times by ether (3×50 ml) and the combined organic layer was dried over magnesium sulfate. After removal of solvent under...